Dataset: the Open Reaction Database (ORD), a public repository of structured organic reaction records. Task: describe an organic reaction: reactants, conditions, products, and yield The reactants are CCOC(=O)c1ccc(Cn2c(Cl)nc3ccccc32)o1, CCOC(C)=O, C1CCC2=NCCCN2CC1, C1CNCCNC1, c1ccncc1. Product: CCOC(=O)c1ccc(Cn2c(N3CCCNCC3)nc3ccccc32)o1. RXN SMILES: [CH2:1]([CH3:2])[O:3][C:4](=[O:5])[c:6]1[cH:7][cH:8][c:9]([CH2:11][n:12]2[c:13]([Cl:21])[n:14][c:15]3[c:16]2[cH:17][cH:18][cH:19][cH:20]3)[o:10]1.[CH3:40][CH2:41][O:42][C:43](=[O:44])[CH3:45].[N:29]12[CH2:30][CH2:31][CH2:32][N:33]=[C:34]1[CH2:35][CH2:36][CH2:37][CH2:38][CH2:39]2.[NH:22]1[CH2:23][CH2:24][NH:25][CH2:26][CH2:27][CH2:28]1.[cH:46]1[cH:47][cH:48][n:49][cH:50][cH:51]1>>[CH2:1]([CH3:2])[O:3][C:4](=[O:5])[c:6]1[cH:7][cH:8][c:9]([CH2:11][n:12]2[c:13]([N:22]3[CH2:23][CH2:24][NH:25][CH2:26][CH2:27][CH2:28]3)[n:14][c:15]3[c:16]2[cH:17][cH:18][cH:19][cH:20]3)[o:10]1.